This data is from the Open Reaction Database (ORD), a public repository of structured organic reaction records. The task is: describe an organic reaction: reactants, conditions, products, and yield Reactants: C(C1=CC=CC=C1)N1CC[C@H]2CC3=C(C=C(C=C3[C@H]2C1)C1=C(C=C(C=C1)Cl)Cl)C (cis-3-benzyl-6-(2,4-dichloro-phenyl)-8-methyl-2,3,4,4a,9,9a-hexahydro-1H-3-aza-fluorene), C(C)(=O)O (acetic acid). The reagents and catalysts are [OH-].[OH-].[Pd+2] (Pd(OH)2). The solvent is CO (MeOH). Reaction conditions: temperature 20 celsius, time 3 day. Product: CC=1C=C(C=C2[C@H]3CNCC[C@H]3CC12)C1=CC=CC=C1 (cis-8-Methyl-6-phenyl-2,3,4,4a,9,9a-hexahydro-1H-3-aza-fluorene). Yield: 42.0%. RXN SMILES: C([N:8]1[CH2:20][C@H:19]2[C@H:11]([CH2:12][C:13]3[C:18]2=[CH:17][C:16]([C:21]2[CH:26]=[CH:25][C:24](Cl)=[CH:23][C:22]=2Cl)=[CH:15][C:14]=3[CH3:29])[CH2:10][CH2:9]1)C1C=CC=CC=1.C(O)(=O)C>CO.[OH-].[OH-].[Pd+2]>[CH3:29][C:14]1[CH:15]=[C:16]([C:21]2[CH:26]=[CH:25][CH:24]=[CH:23][CH:22]=2)[CH:17]=[C:18]2[C:13]=1[CH2:12][C@H:11]1[C@@H:19]2[CH2:20][NH:8][CH2:9][CH2:10]1 |f:3.4.5|. Procedure: To a solution of cis-3-benzyl-6-(2,4-dichloro-phenyl)-8-methyl-2,3,4,4a,9,9a-hexahydro-1H-3-aza-fluorene (85 mg, 0.20 mmol) in MeOH (3.0 mL) was added Pd(OH)2 (17 mg, 20 wt %) and catalytic amount of acetic acid. The reaction mixture was stirred at 20° C. for 3 days under H2 atmosphere, filtered through celite and concentrated in vacuo. The residue was chromatographed in silica gel column (Hex/EtOAc 1/1) to give the title compound (22 mg, 0.084 mmol): MS (ES) 264.2 (M+H). The reactants are CCOC(=O)Cl, ClCCl, N#N, O, O=Cc1ccc(O)cc1, c1ccncc1. Yields the product CCOC(=O)Oc1ccc(C=O)cc1. Reaction SMILES: [Cl:16][C:17](=[O:18])[O:19][CH2:20][CH3:21].[Cl:25][CH2:26][Cl:27].[N:22]#[N:23].[OH2:24].[OH:1][c:2]1[cH:3][cH:4][c:5]([CH:6]=[O:7])[cH:8][cH:9]1.[cH:10]1[cH:11][cH:12][n:13][cH:14][cH:15]1>>[O:1]([c:2]1[cH:3][cH:4][c:5]([CH:6]=[O:7])[cH:8][cH:9]1)[C:17](=[O:18])[O:19][CH2:20][CH3:21]. Yield: 32.1%. Procedure details: 2,4-Difluorophenyl isothiocyanate (0.27 mL, 2.0 mmol) was added to a stirred suspension of sodium hydride (60% in mineral oil) (112 mg, 2.8 mmol) in anhydrous tetrahydrofuran (4 mL) cooled in an ice-water bath under a nitrogen atmosphere. A solution of 1-(2,4-dichlorophenyl)-2-propanone (570 mg, 2.8 mmol) in tetrahydrofuran (4 mL) was added dropwise over 5 min. The resultant yellow solution was stirred at 5-10° C. for 1 h. Water (10 mL) was carefully added, and the reaction mixture was extracted... The reactants are ClC1=C(C=CC(=C1)Cl)CC(C)=O (1-(2,4-dichlorophenyl)-2-propanone), O (Water), FC1=C(C=CC(=C1)F)N=C=S (2,4-Difluorophenyl isothiocyanate), [H-].[Na+] (sodium hydride). Yields the product C(C)(=O)C(C(NC1=C(C=C(C=C1)F)F)=S)C1=C(C=C(C=C1)Cl)Cl (α-Acetyl-2,4-dichloro-N-(2,4-difluorophenyl)benzeneethanethioamide). Reaction SMILES: [F:1][C:2]1[CH:7]=[C:6]([F:8])[CH:5]=[CH:4][C:3]=1[N:9]=[C:10]=[S:11].[H-].[Na+].[Cl:14][C:15]1[CH:20]=[C:19]([Cl:21])[CH:18]=[CH:17][C:16]=1[CH2:22][C:23](=[O:25])[CH3:24].O>O1CCCC1>[C:23]([CH:22]([C:16]1[CH:17]=[CH:18][C:19]([Cl:21])=[CH:20][C:15]=1[Cl:14])[C:10](=[S:11])[NH:9][C:3]1[CH:4]=[CH:5][C:6]([F:8])=[CH:7][C:2]=1[F:1])(=[O:25])[CH3:24] |f:1.2|. Solvent: O1CCCC1 (tetrahydrofuran), O1CCCC1 (tetrahydrofuran). Conditions: temperature 7.5 celsius, time 1 hour.